This data is from the Open Reaction Database (ORD), a public repository of structured organic reaction records. The task is: describe an organic reaction: reactants, conditions, products, and yield Reactants: COC([C@H](CC1=CC=C(C=C1)C1=C(C=CC=C1)O)NC(C1=C(C=CC(=C1)Br)OCCCCCCC)=O)=O ((2S)-(5-Bromo-2-heptyloxy-benzoylamino)-3-(2′-hydroxy-biphenyl-4-yl)-propionic acid methyl ester), FC(F)(F)B(O)O (trifluoromethylboronic acid). Yields the product BrC=1C=CC(=C(C(=O)N[C@H](C(=O)O)CC2=CC=C(C=C2)C2=C(C=CC=C2)OC2=CC=C(C=C2)C(F)(F)F)C1)OCCCCCCC (2-(S)-(5-Bromo-2-heptyloxy-benzoylamino)-3-[2′-(4-trifluoromethyl-phenoxy)-biphenyl-4-yl]-propionic acid). Yield: 40.9%. RXN SMILES: C[O:2][C:3](=[O:37])[C@@H:4]([NH:19][C:20](=[O:36])[C:21]1[CH:26]=[C:25]([Br:27])[CH:24]=[CH:23][C:22]=1[O:28][CH2:29][CH2:30][CH2:31][CH2:32][CH2:33][CH2:34][CH3:35])[CH2:5][C:6]1[CH:11]=[CH:10][C:9]([C:12]2[CH:17]=[CH:16][CH:15]=[CH:14][C:13]=2[OH:18])=[CH:8][CH:7]=1.[F:38][C:39](B(O)O)([F:41])[F:40]>>[Br:27][C:25]1[CH:24]=[CH:23][C:22]([O:28][CH2:29][CH2:30][CH2:31][CH2:32][CH2:33][CH2:34][CH3:35])=[C:21]([CH:26]=1)[C:20]([NH:19][C@@H:4]([CH2:5][C:6]1[CH:11]=[CH:10][C:9]([C:12]2[CH:17]=[CH:16][CH:15]=[CH:14][C:13]=2[O:18][C:6]2[CH:11]=[CH:10][C:9]([C:39]([F:41])([F:40])[F:38])=[CH:8][CH:7]=2)=[CH:8][CH:7]=1)[C:3]([OH:2])=[O:37])=[O:36]. Reported procedure: 5-Bromo-2-heptyloxy-benzoic acid (0.231 g, 0.738 mmol) and the (2S)-Amino-3-(2′-hydroxy-biphenyl-4-yl)-propionic acid methyl ester (0.200 g, 0.738 mmol) were then combined as per general procedure A with HBTU (0.335 g, 0.885 mmol) and diisopropylethylamine (0.285 g, 2.21 mmol) to yield the (2S)-(5-Bromo-2-heptyloxy-benzoylamino)-3-(2′-hydroxy-biphenyl-4-yl)-propionic acid methyl ester (0.200 g). The methyl ester of the title compound was the prepared from (2S)-(5-Bromo-2-heptyloxy-benzoylamino)-... Reactants: CCN=C=NCCCN(C)C, CCOC(C)=O, ClCCl, Cl, NCc1cnc(Nc2cccc(Cl)c2)nc1C(F)(F)F, O=C(O)C1CCOCC1, On1nnc2ccccc21. Yields the product O=C(NCc1cnc(Nc2cccc(Cl)c2)nc1C(F)(F)F)C1CCOCC1. As a reaction SMILES: [CH2:41]([N:42]=[C:43]=[N:44][CH2:45][CH2:46][CH2:47][N:48]([CH3:49])[CH3:50])[CH3:51].[CH3:52][CH2:53][O:54][C:55](=[O:56])[CH3:57].[Cl:58][CH2:59][Cl:60].[ClH:40].[NH2:1][CH2:2][c:3]1[c:4]([C:17]([F:18])([F:19])[F:20])[n:5][c:6]([NH:9][c:10]2[cH:11][c:12]([Cl:16])[cH:13][cH:14][cH:15]2)[n:7][cH:8]1.[O:21]1[CH2:22][CH2:23][CH:24]([C:27](=[O:28])[OH:29])[CH2:25][CH2:26]1.[OH:30][n:31]1[c:32]2[cH:33][cH:34][cH:35][cH:36][c:37]2[n:38][n:39]1>>[NH:1]([CH2:2][c:3]1[c:4]([C:17]([F:18])([F:19])[F:20])[n:5][c:6]([NH:9][c:10]2[cH:11][c:12]([Cl:16])[cH:13][cH:14][cH:15]2)[n:7][cH:8]1)[C:27]([CH:24]1[CH2:23][CH2:22][O:21][CH2:26][CH2:25]1)=[O:28]. The reactants are C(C)(=O)S[C@H]1C[C@H](N(C1)C(=O)OCC=C)C(=O)O ((2S,4S)-4-Acetylthio-1-allyloxycarbonyl-2-carboxypyrrolidine), NC1=C(C(=O)OCC=C)C(=CC=C1)C (allyl 2-amino-6-methylbenzoate), C(C)OC1N(C2=CC=CC=C2C=C1)C(=O)OCC (2-ethoxy-1-ethoxycarbonyl-1,2-dihydroquinoline). The solvent is C1(=CC=CC=C1)C (toluene), C(C)(=O)OCC (ethyl acetate). Run at time 18 hour. Product: C(C)(=O)S[C@H]1C[C@H](N(C1)C(=O)OCC=C)C(NC1=C(C(=CC=C1)C)C(=O)OCC=C)=O ((2S,4S)-4-acetylthio-1-allyloxycarbonyl-2-(2-allyloxycarbonyl-3-methylphenylcarbamoyl)pyrrolidine). Isolated yield 97.1%. RXN SMILES: [C:1]([S:4][C@@H:5]1[CH2:9][N:8]([C:10]([O:12][CH2:13][CH:14]=[CH2:15])=[O:11])[C@H:7]([C:16]([OH:18])=O)[CH2:6]1)(=[O:3])[CH3:2].[NH2:19][C:20]1[CH:31]=[CH:30][CH:29]=[C:28]([CH3:32])[C:21]=1[C:22]([O:24][CH2:25][CH:26]=[CH2:27])=[O:23].C(OC1C=CC2C(=CC=CC=2)N1C(OCC)=O)C>C1(C)C=CC=CC=1.C(OCC)(=O)C>[C:1]([S:4][C@@H:5]1[CH2:9][N:8]([C:10]([O:12][CH2:13][CH:14]=[CH2:15])=[O:11])[C@H:7]([C:16](=[O:18])[NH:19][C:20]2[CH:31]=[CH:30][CH:29]=[C:28]([CH3:32])[C:21]=2[C:22]([O:24][CH2:25][CH:26]=[CH2:27])=[O:23])[CH2:6]1)(=[O:3])[CH3:2]. Procedure: (2S,4S)-4-Acetylthio-1-allyloxycarbonyl-2-carboxypyrrolidine (2.3 g, 8.6 mM), allyl 2-amino-6-methylbenzoate (1.5 g, 7.8 mM), and 2-ethoxy-1-ethoxycarbonyl-1,2-dihydroquinoline (2.5 g, 10 mM) were dissolved in toluene (30 ml) and stirred for 18 hours at ambient temperature. The reaction mixture was diluted with ethyl acetate (150 ml) and washed with a 2M aqueous solution of HCl (3 by 30 ml), water, a saturated aqueous solution of NaHCO3, and brine. Drying over MgSO4 and evaporation of the solven... The reactants are C(C)OC(=O)C1(CCN(CC1)C)S(=O)(=O)C1=CC=C(C=C1)OCCCC (1-methyl-4-(4butoxy-benzenesulfonyl)-piperidine-4-carboxylic acid ethyl ester). The solvent is [OH-].[Na+] (NaOH), CO (methanol). Product: CN1CCC(CC1)(C(=O)O)S(=O)(=O)C1=C(C=CC=C1)OCCCC (1-Methyl-4-(butoxy-benzenesulfonyl)-piperidine-4-carboxylic acid), 6.0. The yield is 84.0%. RXN SMILES: C([O:3][C:4]([C:6]1([S:13]([C:16]2[CH:21]=[CH:20][C:19](OCCCC)=[CH:18][CH:17]=2)(=[O:15])=[O:14])[CH2:11][CH2:10][N:9]([CH3:12])[CH2:8][CH2:7]1)=[O:5])C>CO.[OH-].[Na+]>[CH3:12][N:9]1[CH2:10][CH2:11][C:6]([S:13]([C:16]2[CH:17]=[CH:18][CH:19]=[CH:20][C:21]=2[O:3][CH2:4][CH2:6][CH2:7][CH3:8])(=[O:15])=[O:14])([C:4]([OH:3])=[O:5])[CH2:7][CH2:8]1 |f:2.3|. Reported procedure: 1-Methyl-4-(butoxy-benzenesulfonyl)-piperidine-4-carboxylic acid was prepared starting from 1-methyl-4-(4butoxy-benzenesulfonyl)-piperidine-4-carboxylic acid ethyl ester (7.6 g, 20 mmol) dissolved in methanol (300 ml) and 10 N NaOH (35 ml). The resulting reaction mixture was worked up outlined in example 83. Yield 6.0 (84%); white solid; mp 195° C.; MS:356.4 (M+H)+ The reactants are C26H27N7O3, C(C)(=O)OCC.C(C)O.N (ethyl acetate ethanol ammonia), N1=C(C=CC=C1)N(C(=O)C=1C=C2C(=NC1)N(C(=N2)CCC2=CC=C(C=C2)C#N)C)CCC(=O)OC (3-methyl-2-[2-(4-cyanophenyl)ethyl]imidazo[4,5-b]pyridin-6-yl-carboxylic acid-N-(2-pyridyl)-N-(2-methoxycarbonylethyl)amide), Cl (hydrochloric acid), C([O-])([O-])=O.[NH4+].[NH4+] (ammonium carbonate). The solvent is CO (methanol). Yields the product Cl.N1=C(C=CC=C1)N(C(=O)C=1C=C2C(=NC1)N(C(=N2)CCC2=CC=C(C=C2)C(N)=N)C)CCC(=O)OC (3-Methyl-2-[2-(4-amidinophenyl)ethyl]imidazo[4,5-b]pyridin-6-yl-carboxylic acid-N-(2-pyridyl)-N-(2-methoxycarbonylethyl)amide hydrochloride). Isolated yield 75.0%. As a reaction SMILES: [N:1]1[CH:6]=[CH:5][CH:4]=[CH:3][C:2]=1[N:7]([CH2:30][CH2:31][C:32]([O:34][CH3:35])=[O:33])[C:8]([C:10]1[CH:11]=[C:12]2[N:18]=[C:17]([CH2:19][CH2:20][C:21]3[CH:26]=[CH:25][C:24]([C:27]#[N:28])=[CH:23][CH:22]=3)[N:16]([CH3:29])[C:13]2=[N:14][CH:15]=1)=[O:9].[ClH:36].C(=O)([O-])[O-].[NH4+:41].[NH4+].C(OCC)(=O)C.C(O)C.N>CO>[ClH:36].[N:1]1[CH:6]=[CH:5][CH:4]=[CH:3][C:2]=1[N:7]([CH2:30][CH2:31][C:32]([O:34][CH3:35])=[O:33])[C:8]([C:10]1[CH:11]=[C:12]2[N:18]=[C:17]([CH2:19][CH2:20][C:21]3[CH:22]=[CH:23][C:24]([C:27](=[NH:41])[NH2:28])=[CH:25][CH:26]=3)[N:16]([CH3:29])[C:13]2=[N:14][CH:15]=1)=[O:9] |f:2.3.4,5.6.7,9.10|. Procedure: Prepared analogously to Example 1 from 3-methyl-2-[2-(4-cyanophenyl)ethyl]imidazo[4,5-b]pyridin-6-yl-carboxylic acid-N-(2-pyridyl)-N-(2-methoxycarbonylethyl)amide, methanolic hydrochloric acid, methanol, and ammonium carbonate. Yield: 75% of theory, C26H27N7O3 (485.55); Rf value: 0.31 (silica gel; ethyl acetate/ethanol/ammonia=50:45:5); EKA mass spectrum: (M+H)+=486. RXN SMILES: [Br:1][c:2]1[cH:3][n:4][n:5]([CH3:17])[c:6]1-[c:7]1[cH:8][c:9]([C:13](=[O:14])[O:15][CH3:16])[s:10][c:11]1[CH3:12].[C:18](=[O:19])([O-:20])[O-:21].[CH2:30]1[O:31][CH2:32][CH2:33][O:34][CH2:35]1.[CH:24](=[CH:25][CH3:26])[B:27]([OH:28])[OH:29].[K+:22].[K+:23].[OH2:36]>>[c:2]1([CH:24]=[CH:25][CH3:26])[cH:3][n:4][n:5]([CH3:17])[c:6]1-[c:7]1[cH:8][c:9]([C:13](=[O:14])[O:15][CH3:16])[s:10][c:11]1[CH3:12]. Yields the product CC=Cc1cnn(C)c1-c1cc(C(=O)OC)sc1C. The reactants are COC(=O)c1cc(-c2c(Br)cnn2C)c(C)s1, O=C([O-])[O-], C1COCCO1, CC=CB(O)O, [K+], [K+], O. As a reaction SMILES: [C:1]([C:5]1[C:6]([OH:15])=[C:7]([CH3:14])[CH:8]=[C:9]([C:11](=[O:13])[CH3:12])[CH:10]=1)([CH3:4])([CH3:3])[CH3:2].[BrH:16]>C(Cl)(Cl)Cl.C(OCC)(=O)C.[Cu](Br)Br>[Br:16][CH2:12][C:11]([C:9]1[CH:10]=[C:5]([C:1]([CH3:4])([CH3:3])[CH3:2])[C:6]([OH:15])=[C:7]([CH3:14])[CH:8]=1)=[O:13]. Procedure details: A solution of 82.5 g (0.4 mol) of 1-(5-tert.butyl-3-methyl-4-hydroxyphenyl)-ethanone in 360 ml of chloroform was added dropwise while stirring to a suspension, heated to boiling, of 179 g (0.8 mol) of copper(II) bromide in 360 ml of ethyl acetate. The mixture was subsequently refluxed for 4 hours until the evolution of hydrogen bromide was complete. After the mixture had been cooled to room temperature, the copper salts were filtered off under suction, the filter residue was washed repeatedly wi... The product is BrCC(=O)C1=CC(=C(C(=C1)C(C)(C)C)O)C (2-bromo-1-(5-tert.butyl-3-methyl-4-hydroxyphenyl)-ethanone). Starting materials: C(C)(C)(C)C=1C(=C(C=C(C1)C(C)=O)C)O (1-(5-tert.butyl-3-methyl-4-hydroxyphenyl)-ethanone), Br (hydrogen bromide). Run in C(Cl)(Cl)Cl (chloroform), C(C)(=O)OCC (ethyl acetate). The reagents and catalysts are [Cu](Br)Br (copper(II) bromide).